From a dataset of the Open Reaction Database (ORD), a public repository of structured organic reaction records. describe an organic reaction: reactants, conditions, products, and yield Reactants: NC(=O)NCCCC(N)C(=O)O, O=CC(O)C(O)C(O)C(O)C(=O)O. Yields the product NC(=O)NCCCC(NCC(O)C(O)C(O)C(O)C(=O)O)C(=O)O. RXN SMILES: [NH2:14][CH:15]([CH2:16][CH2:17][CH2:18][NH:19][C:20](=[O:21])[NH2:22])[C:23](=[O:24])[OH:25].[O:1]=[CH:2][CH:3]([OH:4])[CH:5]([OH:6])[CH:7]([OH:8])[CH:9]([OH:10])[C:11](=[O:12])[OH:13]>>[CH2:2]([CH:3]([OH:4])[CH:5]([OH:6])[CH:7]([OH:8])[CH:9]([OH:10])[C:11](=[O:12])[OH:13])[NH:14][CH:15]([CH2:16][CH2:17][CH2:18][NH:19][C:20](=[O:21])[NH2:22])[C:23](=[O:24])[OH:25].